From a dataset of the Open Reaction Database (ORD), a public repository of structured organic reaction records. describe an organic reaction: reactants, conditions, products, and yield Reactants: COC([C@@H](NC(=O)C1=NC=CN=C1)CC1=CC=CC=C1)=O (N-pyrazineformyl-L-phenylalanine methyl ester), [OH-].[Na+] (NaOH), Cl (Hydrochloric acid). Solvent: CC(=O)C (acetone). Reaction conditions: time 2 hour. Product: N1=C(C=NC=C1)C(=O)N[C@@H](CC1=CC=CC=C1)C(=O)O (N-pyrazineformyl-L-phenylalanine). Yield: 93.5%. RXN SMILES: C[O:2][C:3](=[O:21])[C@H:4]([CH2:14][C:15]1[CH:20]=[CH:19][CH:18]=[CH:17][CH:16]=1)[NH:5][C:6]([C:8]1[CH:13]=[N:12][CH:11]=[CH:10][N:9]=1)=[O:7].[OH-].[Na+].Cl>CC(C)=O>[N:9]1[CH:10]=[CH:11][N:12]=[CH:13][C:8]=1[C:6]([NH:5][C@H:4]([C:3]([OH:21])=[O:2])[CH2:14][C:15]1[CH:16]=[CH:17][CH:18]=[CH:19][CH:20]=1)=[O:7] |f:1.2|. Procedure details: The product N-pyrazineformyl-L-phenylalanine methyl ester (1.0 g, 3.51 mmol) in Preparation example 2 was dissolved with 10 ml of acetone, 2N NaOH was added dropwise slowly until a pH value of 12˜13 was obtained, and the solution was kept reacting under the condition of ice water bath, the reaction was monitored by TLC and completed after 2 h. Hydrochloric acid was add dropwise under the condition of ice water bath until a pH value of 2˜3 was obtained, a large amount of white solid was produced,... The reactants are CC(C)c1cc(Br)ccc1O, ClCCl, CCOC(C)=O, Cl, O=S(=O)(OS(=O)(=O)C(F)(F)F)C(F)(F)F, c1ccncc1. Yields the product CC(C)c1cc(Br)ccc1OS(=O)(=O)C(F)(F)F. RXN SMILES: [Br:16][c:17]1[cH:18][c:19]([CH:24]([CH3:25])[CH3:26])[c:20]([OH:23])[cH:21][cH:22]1.[CH2:34]([Cl:35])[Cl:36].[CH3:37][CH2:38][O:39][C:40](=[O:41])[CH3:42].[ClH:33].[F:1][C:2]([F:3])([F:4])[S:5](=[O:6])(=[O:7])[O:8][S:9]([C:10]([F:11])([F:12])[F:13])(=[O:14])=[O:15].[cH:27]1[cH:28][cH:29][n:30][cH:31][cH:32]1>>[F:1][C:2]([F:3])([F:4])[S:5](=[O:6])(=[O:7])[O:8][c:20]1[c:19]([CH:24]([CH3:25])[CH3:26])[cH:18][c:17]([Br:16])[cH:22][cH:21]1. Starting materials: O (water), COC(C1=NC=2NCCCC2C=C1CO)OC ((2-(dimethoxymethyl)-5,6,7,8-tetrahydro-1,8-naphthyridin-3-yl)methanol), COC(C1=NC=2NCCCC2C=C1CO)OC ((2-(dimethoxymethyl)-5,6,7,8-tetrahydro-1,8-naphthyridin-3-yl)methanol), [H-].[Na+] (NaH), C1CCOC1 (THF). Run at time 15 minute. Yields the product COC(C1=C(C=C2CCCNC2=N1)COC)OC (7-(dimethoxymethyl)-6-(methoxymethyl)-1,2,3,4-tetrahydro-1,8-naphthyridine). Reaction SMILES: [CH3:1][O:2][CH:3]([O:16][CH3:17])[C:4]1[C:13]([CH2:14][OH:15])=[CH:12][C:11]2[CH2:10][CH2:9][CH2:8][NH:7][C:6]=2[N:5]=1.[H-].[Na+].O.[CH2:21]1COCC1>>[CH3:17][O:16][CH:3]([O:2][CH3:1])[C:4]1[N:5]=[C:6]2[C:11]([CH2:10][CH2:9][CH2:8][NH:7]2)=[CH:12][C:13]=1[CH2:14][O:15][CH3:21] |f:1.2|. Procedure: To a solution of (2-(dimethoxymethyl)-5,6,7,8-tetrahydro-1,8-naphthyridin-3-yl)methanol (intermediate 40, 94 mg, 0.394 mmol) in THF (2 ml) was added NaH (60% dispersion in mineral oil, 16.6 mg, 0.414 mmol). The resulting suspension was stirred at room temperature for 15 min, then Mel (0.026 ml, 0.414 mmol) was added and the reaction mixture was stirred for 28 h. The reaction mixture was poured into water and extracted with DCM (2×). The organic phase was then dried over Na2SO4, filtered and evap... Starting materials: Cc1cccc(CBr)c1C(=O)OCC(C)C, CC(C)CO, COc1cccc(S)c1, [Na+], [OH-]. Product: COc1cccc(SCc2cccc(C)c2C(=O)OCC(C)C)c1. RXN SMILES: [Br:12][CH2:13][c:14]1[c:15]([C:16](=[O:17])[O:18][CH2:19][CH:20]([CH3:21])[CH3:22])[c:23]([CH3:27])[cH:24][cH:25][cH:26]1.[CH3:28][CH:29]([CH2:30][OH:31])[CH3:32].[CH3:3][O:4][c:5]1[cH:6][c:7]([SH:11])[cH:8][cH:9][cH:10]1.[Na+:2].[OH-:1]>>[CH3:3][O:4][c:5]1[cH:6][c:7]([S:11][CH2:13][c:14]2[c:15]([C:16](=[O:17])[O:18][CH2:19][CH:20]([CH3:21])[CH3:22])[c:23]([CH3:27])[cH:24][cH:25][cH:26]2)[cH:8][cH:9][cH:10]1.